This data is from the Open Reaction Database (ORD), a public repository of structured organic reaction records. The task is: describe an organic reaction: reactants, conditions, products, and yield Reactants: C1=C(C=CC=C1O)C (m-cresol), OCC1=CC(=CC(=C1O)CO)C (2,6-bis(hydroxy-methyl)-p-cresol), O.O.C(C(=O)O)(=O)O (oxalic acid dihydrate), 32, 36, C=O (formaldehyde), CCOCCOC(=O)C (ethyl cellosolve acetate). Run in O (water). Run at temperature 70 celsius. The product is C=1(C(=CC=CC1O)C)C=O (m-cresolformaldehyde). Reaction SMILES: [CH:1]1[C:6]([OH:7])=[CH:5][CH:4]=[CH:3][C:2]=1[CH3:8].[OH:9][CH2:10]C1C(O)=C(CO)C=C(C)C=1.O.O.C(O)(=O)C(O)=O.CCOCCOC(C)=O.C=O>O>[C:1]1([CH:10]=[O:9])[C:2]([CH3:8])=[CH:3][CH:4]=[CH:5][C:6]=1[OH:7] |f:2.3.4|. Reported procedure: A phenolic resin rich in alternating phenolic copolymer block segments was formed by reacting a mixture of 519.0 g of 99 percent pure m-cresol, 538.2 g 97 percent pure 2,6-bis(hydroxy-methyl)-p-cresol and 20 g oxalic acid dihydrate in a solvent mixture of 40 ml deionized water and 200 ml ethyl cellosolve acetate. The reaction mixture was heated to about 70° C. to initiate the reaction forming the alternating copolymer. At 102° C. 32 6 g of 36 9 percent formaldehyde was added in 8 minutes to the ... The reactants are O=C1N=C(SC1=CC1=CC=C(C=C1)N1CCC(CC1)=O)N1CCCCC1 (1-[4-(4-oxo-2-piperidin-1-yl-4H-thiazol-5-ylidenemethyl)-phenyl]-piperidin-4-one), O=C1N=C(SC1=CC1=CC=C(C=C1)N1CCC(CC1)=O)N1CCCCC1 (1-[4-(4-oxo-2-piperidin-1-yl-4H-thiazol-5-ylidenemethyl)-phenyl]-piperidin-4-one), NC[C@@H](COC1=CC=C(C=C1)O)O (4-[(2S)-3-amino-2-hydroxy-propoxyl]-phenol), NC[C@@H](COC1=CC=C(C=C1)O)O (4-[(2S)-3-amino-2-hydroxy-propoxyl]-phenol). Yields the product O[C@@H](CNC1CCN(CC1)C1=CC=C(C=C2C(N=C(S2)N2CCCCC2)=O)C=C1)COC1=CC=C(C=C1)O (5-(4-{4-[(2S)-2-Hydroxy-3-(4-hydroxy-phenoxy)-propylamino]-piperidin-1-yl}-benzylidene)-2-piperidin-1-yl-thiazol-4-one). Reaction SMILES: [O:1]=[C:2]1[C:6](=[CH:7][C:8]2[CH:13]=[CH:12][C:11]([N:14]3[CH2:19][CH2:18][C:17](=O)[CH2:16][CH2:15]3)=[CH:10][CH:9]=2)[S:5][C:4]([N:21]2[CH2:26][CH2:25][CH2:24][CH2:23][CH2:22]2)=[N:3]1.[NH2:27][CH2:28][C@H:29]([OH:39])[CH2:30][O:31][C:32]1[CH:37]=[CH:36][C:35]([OH:38])=[CH:34][CH:33]=1>>[OH:39][C@H:29]([CH2:30][O:31][C:32]1[CH:37]=[CH:36][C:35]([OH:38])=[CH:34][CH:33]=1)[CH2:28][NH:27][CH:17]1[CH2:18][CH2:19][N:14]([C:11]2[CH:12]=[CH:13][C:8]([CH:7]=[C:6]3[S:5][C:4]([N:21]4[CH2:22][CH2:23][CH2:24][CH2:25][CH2:26]4)=[N:3][C:2]3=[O:1])=[CH:9][CH:10]=2)[CH2:15][CH2:16]1. Procedure: The title compound was prepared from 1-[4-(4-oxo-2-piperidin-1-yl-4H-thiazol-5-ylidenemethyl)-phenyl]-piperidin-4-one (which was obtained in Intermediate 25) and 4-((2S)-3-amino-2-hydroxy-propoxy)-phenol (which was obtained in Intermediate 5) according to the procedure of Example 1 as a yellowish solid; mp>85° C. (dec.); 1H NMR (300 MHz, DMSO-d6) δ 1.20-1.40 (m, 2 H), 1.55-1.70 (m, 6 H), 1.85-2.00 (m, 2 H), 2.55-2.95 (m, 6 H), 3.60 (br s, 2 H), 3.70-3.95 (m, 6 H), 6.66 (d, J=9.0 Hz, 2 H), 6.75 (... Starting materials: C([O-])([O-])=O.[K+].[K+] (potassium carbonate), BrC1=CC=C(OCCC(=O)O)C=C1 (3-(4-bromophenoxy)propanoic acid), ClC1=C(C=C2C=CNC2=C1)B1OCC(CO1)(C)C (6-chloro-5-(5,5-dimethyl-1,3,2-dioxaborinan-2-yl)-1H-indole), N,N-dimethylformiminium chloride. The reagents and catalysts are C1=CC=C(C=C1)P([C-]2C=CC=C2)C3=CC=CC=C3.C1=CC=C(C=C1)P([C-]2C=CC=C2)C3=CC=CC=C3.Cl[Pd]Cl.[Fe+2] (Pd(dppf)Cl2). Solvent: O1CCOCC1 (dioxane), CN(C)C=O (DMF). Conditions: time 20 minute. Yields the product ClC1=C(C=C2C(=CNC2=C1)C=O)C1=CC=C(OCCC(=O)O)C=C1 (3-[4-(6-chloro-3-formyl-1H-indol-5-yl)phenoxy]propanoic acid). Isolated yield 86.8%. RXN SMILES: [Cl:1][C:2]1[CH:10]=[C:9]2[C:5]([CH:6]=[CH:7][NH:8]2)=[CH:4][C:3]=1B1OCC(C)(C)CO1.[C:19](=O)([O-])[O-:20].[K+].[K+].Br[C:26]1[CH:37]=[CH:36][C:29]([O:30][CH2:31][CH2:32][C:33]([OH:35])=[O:34])=[CH:28][CH:27]=1>O1CCOCC1.CN(C=O)C.C1C=CC(P(C2C=CC=CC=2)[C-]2C=CC=C2)=CC=1.C1C=CC(P(C2C=CC=CC=2)[C-]2C=CC=C2)=CC=1.Cl[Pd]Cl.[Fe+2]>[Cl:1][C:2]1[CH:10]=[C:9]2[C:5]([C:6]([CH:19]=[O:20])=[CH:7][NH:8]2)=[CH:4][C:3]=1[C:26]1[CH:37]=[CH:36][C:29]([O:30][CH2:31][CH2:32][C:33]([OH:35])=[O:34])=[CH:28][CH:27]=1 |f:1.2.3,7.8.9.10|. Procedure: To a solution of 6-chloro-5-(5,5-dimethyl-1,3,2-dioxaborinan-2-yl)-1H-indole (150 mg, 0.57 mmol) in dioxane (5 mL) and DMF (1 mL) was added N,N-dimethylformiminium chloride (155 mg, 1.21 mmol). The reaction mixture was stirred at room temperature for 20 min. 2N potassium carbonate (314 mg, 2.28 mmol), 3-(4-bromophenoxy)propanoic acid (139 mg, 0.57 mmol) and Pd(dppf)Cl2 (21 mg, 0.028 mmol) were then added. The reaction was degassed with N2 and heated to 90° C. for 30 min. The reaction was extract... RXN SMILES: [O-]CC.[Na+].[Na].Br[CH:7]([CH2:20][Br:21])[CH2:8][C:9]1[CH:10]=[C:11]([F:19])[CH:12]=[CH:13][C:14]=1[O:15]C(=O)C>C(O)C>[Br:21][CH2:20][CH:7]1[CH2:8][C:9]2[CH:10]=[C:11]([F:19])[CH:12]=[CH:13][C:14]=2[O:15]1 |f:0.1,^1:4|. Run at time 2 hour. Yields the product 102, BrCC1OC2=C(C1)C=C(C=C2)F (2-bromomethyl-2,3-dihydro-5-fluorobenzofuran). The reactants are 231, BrC(CC=1C=C(C=CC1OC(C)=O)F)CBr (3-(2,3-dibromopropyl)-4-acetoxy-fluorobenzene), [O-]CC.[Na+] (sodium ethoxide), [Na] (sodium). Reported procedure: A sodium ethoxide solution, prepared in the conventional manner starting from 15.2 parts of sodium in 100 parts of ethanol, is added dropwise to a mixture of 231 parts of 3-(2,3-dibromopropyl)-4-acetoxy-fluorobenzene in 800 parts of ethanol (exothermic reaction: temperature rises to 50° C.). Upon completion, stirring is continued for 2 hours at reflux temperature. The reaction mixture is cooled to room temperature, filtered from some insoluble matter and the filtrate is evaporated. The residue i... Solvent: C(C)O (ethanol), C(C)O (ethanol). Reactants: O=C([O-])O, COc1cccc(C)c1CO, ClCCl, [Na+], BrP(Br)Br. Yields the product COc1cccc(C)c1CBr. Reaction SMILES: [C:16](=[O:17])([OH:18])[O-:19].[CH3:1][c:2]1[c:3]([CH2:10][OH:11])[c:4]([O:8][CH3:9])[cH:5][cH:6][cH:7]1.[Cl:21][CH2:22][Cl:23].[Na+:20].[P:12]([Br:13])([Br:14])[Br:15]>>[CH3:1][c:2]1[c:3]([CH2:10][Br:13])[c:4]([O:8][CH3:9])[cH:5][cH:6][cH:7]1. Yields the product O=S1(N(CCC1)C1=CC=C(C=C1)C(=O)N1CCN(CC1)C1=C(C=C(C=C1C)C)C)=O ([4-(1,1-dioxo-1λ6-isothiazolidin-2-yl)phenyl][4-(2,4,6-trimethylphenyl)piperazin-1-yl]methanone). RXN SMILES: [O:1]=[S:2]1(=[O:16])[CH2:6][CH2:5][CH2:4][N:3]1[C:7]1[CH:15]=[CH:14][C:10]([C:11]([OH:13])=O)=[CH:9][CH:8]=1.[CH3:17][C:18]1[CH:23]=[C:22]([CH3:24])[CH:21]=[C:20]([CH3:25])[C:19]=1[N:26]1[CH2:31][CH2:30][NH:29][CH2:28][CH2:27]1>>[O:16]=[S:2]1(=[O:1])[CH2:6][CH2:5][CH2:4][N:3]1[C:7]1[CH:8]=[CH:9][C:10]([C:11]([N:29]2[CH2:30][CH2:31][N:26]([C:19]3[C:20]([CH3:25])=[CH:21][C:22]([CH3:24])=[CH:23][C:18]=3[CH3:17])[CH2:27][CH2:28]2)=[O:13])=[CH:14][CH:15]=1. Isolated yield 23.0%. Procedure: Using 4-(1,1-dioxo-1λ6-isothiazolidin-2-yl)benzoic acid (253 mg) described in Preparation Example 16 and 1-(2,4,6-trimethylphenyl)piperazine (215 mg) and by the reaction and treatment in the same manner as in Example 87, the title compound (103 mg) was obtained. Starting materials: O=S1(N(CCC1)C1=CC=C(C(=O)O)C=C1)=O (4-(1,1-dioxo-1λ6-isothiazolidin-2-yl)benzoic acid), CC1=C(C(=CC(=C1)C)C)N1CCNCC1 (1-(2,4,6-trimethylphenyl)piperazine).